Dataset: the Open Reaction Database (ORD), a public repository of structured organic reaction records. Task: describe an organic reaction: reactants, conditions, products, and yield The reactants are BrB(Br)Br, COc1ccc2c(=O)n(Cc3ccccc3)[nH]c2c1. Product: O=c1c2ccc(O)cc2[nH]n1Cc1ccccc1. As a reaction SMILES: [B:20]([Br:21])([Br:22])[Br:23].[CH2:1]([c:2]1[cH:3][cH:4][cH:5][cH:6][cH:7]1)[n:8]1[nH:9][c:10]2[cH:11][c:12]([O:18][CH3:19])[cH:13][cH:14][c:15]2[c:16]1=[O:17]>>[CH2:1]([c:2]1[cH:3][cH:4][cH:5][cH:6][cH:7]1)[n:8]1[nH:9][c:10]2[cH:11][c:12]([OH:18])[cH:13][cH:14][c:15]2[c:16]1=[O:17]. Starting materials: C(Cl)Cl (methylene chloride), C(=C)OC=C (divinyl ether), FC(CO)([N+](=O)[O-])[N+](=O)[O-] (2-fluoro-2,2-dinitroethanol), mercuric oxide, FC(C(=O)O)(F)F (trifluoroacetic acid). The solvent is O (water), C(Cl)(Cl)(Cl)Cl (carbon tetrachloride). The product is C(=C)OCC([N+](=O)[O-])([N+](=O)[O-])F (2-fluoro-2,2-dinitroethyl vinyl ether). The yield is 73.1%. Reaction SMILES: C(Cl)Cl.[CH:4](OC=C)=[CH2:5].[F:9][C:10]([N+:16]([O-:18])=[O:17])([N+:13]([O-:15])=[O:14])[CH2:11][OH:12].FC(F)(F)C(O)=O>C(Cl)(Cl)(Cl)Cl.O>[CH:4]([O:12][CH2:11][C:10]([F:9])([N+:16]([O-:18])=[O:17])[N+:13]([O-:15])=[O:14])=[CH2:5]. Procedure: A 50 ml single necked, round bottom flask was charged with 20 ml of methylene chloride, 0.5 g (7.14 mmoles) divinyl ether (I), 1.1 g (7.14 mmoles) 2-fluoro-2,2-dinitroethanol, and 0.1 g red mercuric oxide. The solution was stirred with a Teflon coated magnetic bar while 100 μl trifluoroacetic acid was used. The reaction flask was then fitted with a water cooled reflux condenser and drying tube filled with Drierite desiccant. The reaction mixture was then stirred under reflux (~37° C.) for 22.5 h... The product is C(C)C1=CC(=C(NC1=O)C)C1=CC=C(O1)C=O (5-(5-ethyl-2-methyl-6-oxo-1,6-dihydropyridin-3-yl)furan-2-carbaldehyde). RXN SMILES: [CH2:1]([C:3]1[CH:4]=[C:5]([C:12]2[O:16][C:15]([CH:17]=[O:18])=[CH:14][CH:13]=2)[C:6]([CH3:11])=[N:7][C:8]=1[O:9]C)[CH3:2].[I-].[K+].Cl[Si](C)(C)C>C(#N)C>[CH2:1]([C:3]1[C:8](=[O:9])[NH:7][C:6]([CH3:11])=[C:5]([C:12]2[O:16][C:15]([CH:17]=[O:18])=[CH:14][CH:13]=2)[CH:4]=1)[CH3:2] |f:1.2|. Run at temperature 60 celsius. Procedure: To a mixture of 5-(5-ethyl-6-methoxy-2-methylpyridin-3-yl)furan-2-carbaldehyde (0.7 g, 2.9 mmol) prepared in accordance with the procedures of Step 1 as described above, potassium iodide (1.43 g, 8.6 mmol) and acetonitrile (15 mL) is added chlorotrimethylsilane (1.1 mL, 8.6 mmol) at room temperature then the reaction is heated at 60° C. for 0.5 hr. Solid product begins to form so more solvent is added to facilitate stirring. The solids are collected by filtration, washed with water, with ether a... The solvent is C(C)#N (acetonitrile). Reactants: C(C)C=1C=C(C(=NC1OC)C)C1=CC=C(O1)C=O (5-(5-ethyl-6-methoxy-2-methylpyridin-3-yl)furan-2-carbaldehyde), [I-].[K+] (potassium iodide), Cl[Si](C)(C)C (chlorotrimethylsilane). Isolated yield 178.9%. Reactants: CN(C)C=O, Fc1ccccc1CBr, [H-], [Na+], O=C(c1cccnc1)c1c[nH]c2ccccc2c1=O. Product: O=C(c1cccnc1)c1cn(Cc2ccccc2F)c2ccccc2c1=O. As a reaction SMILES: [CH3:31][N:32]([CH3:33])[CH:34]=[O:35].[F:22][c:23]1[c:24]([CH2:25][Br:26])[cH:27][cH:28][cH:29][cH:30]1.[H-:1].[Na+:2].[n:3]1[cH:4][c:5]([C:9](=[O:10])[c:11]2[cH:12][nH:13][c:14]3[cH:15][cH:16][cH:17][cH:18][c:19]3[c:20]2=[O:21])[cH:6][cH:7][cH:8]1>>[n:3]1[cH:4][c:5]([C:9](=[O:10])[c:11]2[cH:12][n:13]([CH2:25][c:24]3[c:23]([F:22])[cH:30][cH:29][cH:28][cH:27]3)[c:14]3[cH:15][cH:16][cH:17][cH:18][c:19]3[c:20]2=[O:21])[cH:6][cH:7][cH:8]1. The reactants are C([O-])([O-])=O.[K+].[K+] (potassium carbonate), F[B-](F)(F)F.ClC1=C(OC2=NC=C(C=C2)[N+]#N)C=C(C(=C1)F)N1N=C(N(C1=O)C(F)F)C (2-[2-chloro-4-fluoro-5-(4-difluoromethyl-4,5-dihydro -3-methyl-5-oxo-1H-1,2,4-triazol-1-yl)phenoxy]pyridine-5-diazonium tetrafluoroborate). The solvent is O (water), FC(C(=O)O)(F)F (trifluoroacetic acid). Yields the product ClC1=CC(=C(C=C1OC1=NC=C(C=C1)O)N1N=C(N(C1=O)C(F)F)C)F (1-[4-chloro-2-fluoro-5-(5-hydroxypyridin-2-yloxy)-phenyl]-4-difluoromethyl-4,5-dihydro -3-methyl,1,2,4-triazol-5(1H)-one). The yield is 177.8%. Reaction SMILES: C(=O)([O-])[O-:2].[K+].[K+].F[B-](F)(F)F.[Cl:12][C:13]1[CH:27]=[C:26]([F:28])[C:25]([N:29]2[C:33](=[O:34])[N:32]([CH:35]([F:37])[F:36])[C:31]([CH3:38])=[N:30]2)=[CH:24][C:14]=1[O:15][C:16]1[CH:21]=[CH:20][C:19]([N+]#N)=[CH:18][N:17]=1>FC(F)(F)C(O)=O.O>[Cl:12][C:13]1[C:14]([O:15][C:16]2[CH:21]=[CH:20][C:19]([OH:2])=[CH:18][N:17]=2)=[CH:24][C:25]([N:29]2[C:33](=[O:34])[N:32]([CH:35]([F:36])[F:37])[C:31]([CH3:38])=[N:30]2)=[C:26]([F:28])[CH:27]=1 |f:0.1.2,3.4|. Reported procedure: To a stirred, cold (ice bath) solution of 0.67 g (0.0048 mole) of potassium carbonate in 20 mL of trifluoroacetic acid was added 4.7 g (0.097 mole) of 2-[2-chloro-4-fluoro-5-(4-difluoromethyl-4,5-dihydro -3-methyl-5-oxo-1H-1,2,4-triazol-1-yl)phenoxy]pyridine-5-diazonium tetrafluoroborate. The reaction mixture was allowed to warm to room temperature and was then heated at reflux for 5.5 hours. The mixture was cooled to room temperature, diluted with 50 mL of water, and the whole was extracted wit... Reactants: ClC1=NC=C2N(C(CCN(C2=N1)CCN1CCOCC1)=O)C (10-chloro-6-methyl-2-(2-morpholin-4-ylethyl)-2,6,9,11-tetrazabicyclo[5.4.0]undeca-7,9,11-trien-5-one), ClC1=NC=C2N(C(CCN(C2=N1)CCN1CCOCC1)=O)C (10-chloro-6-methyl-2-(2-morpholin-4-ylethyl)-2,6,9,11-tetrazabicyclo[5.4.0]undeca-7,9,11-trien-5-one), NC1=C(C=C(C(=O)NC2CCN(CC2)C)C=C1)OC (4-amino-3-methoxy-N-(1-methyl-4-piperidyl)benzamide), O.C1(=CC=C(C=C1)S(=O)(=O)O)C (p-toluenesulphonic acid monohydrate), CO (methanol). The solvent is CC(C)O (IPA). Yields the product C1(CCCCC1)NC(C1=CC(=C(C=C1)NC1=NC=C2N(C(CCN(C2=N1)CCN1CCOCC1)=O)C)OC)=O (N-cyclohexyl-3-methoxy-4-[[6-methyl-2-(2-morpholin-4-ylethyl)-5-oxo-2,6,9,11-tetrazabicyclo[5.4.0]undeca-7,9,11-trien-10-yl]amino]benzamide). The yield is 35.9%. RXN SMILES: Cl[C:2]1[N:12]=[C:11]2[C:5]([N:6]([CH3:22])[C:7](=[O:21])[CH2:8][CH2:9][N:10]2[CH2:13][CH2:14][N:15]2[CH2:20][CH2:19][O:18][CH2:17][CH2:16]2)=[CH:4][N:3]=1.[NH2:23][C:24]1[CH:39]=[CH:38][C:27]([C:28]([NH:30][CH:31]2[CH2:36][CH2:35]N(C)[CH2:33][CH2:32]2)=[O:29])=[CH:26][C:25]=1[O:40][CH3:41].O.[C:43]1(C)C=CC(S(O)(=O)=O)=CC=1.CO>CC(O)C>[CH:31]1([NH:30][C:28](=[O:29])[C:27]2[CH:38]=[CH:39][C:24]([NH:23][C:2]3[N:12]=[C:11]4[C:5]([N:6]([CH3:22])[C:7](=[O:21])[CH2:8][CH2:9][N:10]4[CH2:13][CH2:14][N:15]4[CH2:20][CH2:19][O:18][CH2:17][CH2:16]4)=[CH:4][N:3]=3)=[C:25]([O:40][CH3:41])[CH:26]=2)[CH2:32][CH2:33][CH2:43][CH2:35][CH2:36]1 |f:2.3|. Reported procedure: 10-chloro-6-methyl-2-(2-morpholin-4-ylethyl)-2,6,9,11-tetrazabicyclo[5.4.0]undeca-7,9,11-trien-5-one (Intermediate 160; 95 mg, 0.29 mmol), -amino-3-methoxy-N-(1-methyl-4-piperidyl)benzamide (WO06/018220; 86 mg, 0.35 mmol) and p-toluenesulphonic acid monohydrate (110 mg, 0.58 mmol) were heated together in IPA (4 mL) by microwave irradiation at 150° C. for 20 minutes. The reaction mixture was loaded onto an SCX-2 (5 g) column pre-wet with methanol; the column was washed with methanol and the produ... Starting materials: C(C)(=O)NC1=CC=C(C=C1)C=1N=C(NC1C1=CC=C(C=C1)NC(C)=O)S (4,5-bis-(p-acetamidophenyl)-2-mercaptoimidazole), C([O-])([O-])=O.[K+].[K+] (Potassium carbonate), ClCCBr (2-chloroethyl bromide), CN(C=O)C (dimethylformamide). Solvent: O (water). Conditions: time 75 minute. Product: C(C)(=O)NC1=CC=C(C=C1)C1=C(N=C2SCCN21)C2=CC=C(C=C2)NC(C)=O (5,6-bis(p-acetamidophenyl)-2,3-dihydroimidazo[2,1-b]thiazole). Reaction SMILES: [C:1]([NH:4][C:5]1[CH:10]=[CH:9][C:8]([C:11]2[N:12]=[C:13]([SH:26])[NH:14][C:15]=2[C:16]2[CH:21]=[CH:20][C:19]([NH:22][C:23](=[O:25])[CH3:24])=[CH:18][CH:17]=2)=[CH:7][CH:6]=1)(=[O:3])[CH3:2].Cl[CH2:28][CH2:29]Br.CN(C)C=O.C(=O)([O-])[O-].[K+].[K+]>O>[C:1]([NH:4][C:5]1[CH:6]=[CH:7][C:8]([C:11]2[N:12]3[C:13]([S:26][CH2:28][CH2:29]3)=[N:14][C:15]=2[C:16]2[CH:21]=[CH:20][C:19]([NH:22][C:23](=[O:25])[CH3:24])=[CH:18][CH:17]=2)=[CH:9][CH:10]=1)(=[O:3])[CH3:2] |f:3.4.5|. Procedure: A mixture of 10.0 g. (0.027 mole) of 4,5-bis-(p-acetamidophenyl)-2-mercaptoimidazole and 4.9 g. (0.034 mole) of 2-chloroethyl bromide in 80 ml. of sieve dried dimethylformamide was refluxed with stirring under nitrogen for 75 minutes. Potassium carbonate (3.8 g., 0.027 mole) was added and the suspension was refluxed for 2 hours, then allowed to cool to room temperature and poured into 650 ml. of water. The gum which formed was filtered off and crystallized from 50 ml. of hot methanol. The crysta... Reactants: ClCC[Si](OCC)(OCC)OCC (2-chloroethyltriethoxysilane), [N-]=[N+]=[N-].[Na+] (sodium azide), Example 1 ( a ). Solvent: CC(=O)C (acetone). Yields the product N(=[N+]=[N-])CC[Si](OCC)(OCC)OCC (2-azidoethyltriethoxysilane). RXN SMILES: Cl[CH2:2][CH2:3][Si:4]([O:11][CH2:12][CH3:13])([O:8][CH2:9][CH3:10])[O:5][CH2:6][CH3:7].[N-:14]=[N+:15]=[N-:16].[Na+]>CC(C)=O>[N:14]([CH2:2][CH2:3][Si:4]([O:11][CH2:12][CH3:13])([O:8][CH2:9][CH3:10])[O:5][CH2:6][CH3:7])=[N+:15]=[N-:16] |f:1.2|. Procedure details: 1.0 mole of 2-chloroethyltriethoxysilane and 1.1 moles of sodium azide in 500 ml of acetone were heated in the presence of 3 mole percent of the catalyst described in Example 1 (a) for ten hours under intensive stirring and under reflux. After separation of the salt the subsequent distillation under reduced pressure gave the 2-azidoethyltriethoxysilane in a yield of 69 weight percent with the following characteristics: